The task is: describe an organic reaction: reactants, conditions, products, and yield. This data is from the Open Reaction Database (ORD), a public repository of structured organic reaction records. Reactants: C(O)(O)=O.NC(=N)N (guanidine carbonate), C1(=CC=CC=C1)C(C(=CN(C)C)C#N)=O (1-phenyl-2-cyano-3-dimethylaminopropen-1-one), [OH-].[Na+] (sodium hydroxide), compound. Yields the product NC1=NC=C(C(=N1)C1=CC=CC=C1)C#N (2-Amino-5-cyano-4-phenylpyrimidine). Reaction SMILES: C(=O)(O)O.[NH2:5][C:6]([NH2:8])=[NH:7].[C:9]1([C:15](=O)[C:16]([C:21]#N)=[CH:17][N:18](C)C)[CH:14]=[CH:13][CH:12]=[CH:11][CH:10]=1.[OH-].[Na+]>>[NH2:7][C:6]1[N:8]=[C:15]([C:9]2[CH:10]=[CH:11][CH:12]=[CH:13][CH:14]=2)[C:16]([C:17]#[N:18])=[CH:21][N:5]=1 |f:0.1,3.4|. Procedure: 2-Amino-5-cyano-4-phenylpyrimidine was prepared from guanidine carbonate (1.57 g, 17.5 mmol), 1-phenyl-2-cyano-3-dimethylaminopropen-1-one (3.5 g, 17.5 mmol) and sodium hydroxide (720 mg, 19.3 mmol) in a similar method to the compound of Example 1, as an off-white solid, m.p. 147°. Starting materials: FCCBr, COc1ccc(-c2cc3c4c(c2)C2CNCCC2N4CCC3)c(C(F)(F)F)c1, N. Yields the product COc1ccc(-c2cc3c4c(c2)C2CN(CCF)CCC2N4CCC3)c(C(F)(F)F)c1. As a reaction SMILES: [Br:29][CH2:30][CH2:31][F:32].[CH3:1][O:2][c:3]1[cH:4][c:5]([C:25]([F:26])([F:27])[F:28])[c:6](-[c:9]2[cH:10][c:11]3[c:16]4[c:17]([cH:18]2)[CH:19]2[CH:20]([N:15]4[CH2:14][CH2:13][CH2:12]3)[CH2:21][CH2:22][NH:23][CH2:24]2)[cH:7][cH:8]1.[NH3:33]>>[CH3:1][O:2][c:3]1[cH:4][c:5]([C:25]([F:26])([F:27])[F:28])[c:6](-[c:9]2[cH:10][c:11]3[c:16]4[c:17]([cH:18]2)[CH:19]2[CH:20]([N:15]4[CH2:14][CH2:13][CH2:12]3)[CH2:21][CH2:22][N:23]([CH2:30][CH2:31][F:32])[CH2:24]2)[cH:7][cH:8]1. Reactants: [H-].[Na+] (NaH), NC1=C(C=C(C(=C1)OC)OC)C(CS(=O)C)=O (2'-amino-4',5'-dimethoxy-2-(methylsulfinyl)acetophenone), CS(=O)C (DMSO), methyl 5-methyl anthranilate. Solvent: C1=CC=CC=C1 (benzene). Product: NC1=C(C=C(C=C1)C)C(CS(=O)C)=O (2'-amino-5'-methyl-2-(methylsulfinyl)acetophenone). As a reaction SMILES: [H-].[Na+].[CH3:3]S(C)=O.[NH2:7][C:8]1[CH:13]=[C:12](OC)[C:11](OC)=[CH:10][C:9]=1[C:18](=[O:23])[CH2:19][S:20]([CH3:22])=[O:21]>C1C=CC=CC=1>[NH2:7][C:8]1[CH:13]=[CH:12][C:11]([CH3:3])=[CH:10][C:9]=1[C:18](=[O:23])[CH2:19][S:20]([CH3:22])=[O:21] |f:0.1|. Procedure details: This compound was prepared by reacting a solution of 44 g of NaH (57%) in a mixture of 600 ml. of DMSO and 1200 ml. of benzene with 50 g of methyl 5-methyl anthranilate (J. Med. Chem. 11 500) in analogous fashion to 2'-amino-4',5'-dimethoxy-2-(methylsulfinyl)acetophenone. The material was recrystallized from ethyl acetate with the aid of charcoal, m.p. 145°-47°; yield 30 g (47%). The reactants are O=C(CCc1ccc(O)cc1)OCc1ccccc1, CC#N, O=c1n(Cl)c(=O)n(Cl)c(=O)n1Cl, O. The product is O=C(CCc1ccc(O)c(Cl)c1)OCc1ccccc1. Reaction SMILES: [CH2:1]([c:2]1[cH:3][cH:4][cH:5][cH:6][cH:7]1)[O:8][C:9]([CH2:10][CH2:11][c:12]1[cH:13][cH:14][c:15]([OH:18])[cH:16][cH:17]1)=[O:19].[CH3:32][C:33]#[N:34].[Cl:20][n:21]1[c:22](=[O:23])[n:24]([Cl:25])[c:26](=[O:27])[n:28]([Cl:29])[c:30]1=[O:31].[OH2:35]>>[CH2:1]([c:2]1[cH:3][cH:4][cH:5][cH:6][cH:7]1)[O:8][C:9]([CH2:10][CH2:11][c:12]1[cH:13][cH:14][c:15]([OH:18])[c:16]([Cl:20])[cH:17]1)=[O:19]. Starting materials: [Na+].S(=S)(=O)(OCCCCCCOS(=S)(=O)[O-])[O-].[Na+] (hexamethylene bis(thiosulphate) sodium salt), Cl.C1(=CC=CC=C1)NC(=N)NC1=CC=CC=C1 (diphenylguanidine hydrochloride). Run in O (water), O (water). Product: C1(=CC=CC=C1)[N+](=C(N)N)C1=CC=CC=C1.C1(=CC=CC=C1)[N+](=C(N)N)C1=CC=CC=C1.S(=S)(=O)(OCCCCCCOS(=S)(=O)[O-])[O-] (hexamethylene bis(thiosulphate) bis(diphenylguanidinium) salt). Isolated yield 223.5%. RXN SMILES: [Na+].[S:2]([O-:17])([O:5][CH2:6][CH2:7][CH2:8][CH2:9][CH2:10][CH2:11][O:12][S:13]([O-:16])(=[O:15])=[S:14])(=[O:4])=[S:3].[Na+].Cl.[C:20]1([NH:26][C:27]([NH:29][C:30]2[CH:35]=[CH:34][CH:33]=[CH:32][CH:31]=2)=[NH:28])[CH:25]=[CH:24][CH:23]=[CH:22][CH:21]=1>O>[C:6]1([N+:26]([C:20]2[CH:25]=[CH:24][CH:23]=[CH:22][CH:21]=2)=[C:27]([NH2:29])[NH2:28])[CH:11]=[CH:10][CH:9]=[CH:8][CH:7]=1.[C:6]1([N+:29]([C:30]2[CH:31]=[CH:32][CH:33]=[CH:34][CH:35]=2)=[C:27]([NH2:26])[NH2:28])[CH:11]=[CH:10][CH:9]=[CH:8][CH:7]=1.[S:2]([O-:17])([O:5][CH2:6][CH2:7][CH2:8][CH2:9][CH2:10][CH2:11][O:12][S:13]([O-:16])(=[O:15])=[S:14])(=[O:4])=[S:3] |f:0.1.2,3.4,6.7.8|. Procedure details: A solution of hexamethylene bis(thiosulphate) sodium salt (100 g. 0.282 mol) in 500 ml of water at 70° C. was added slowly to a stirred solution of 133 g (0.568 mol) of diphenylguanidine hydrochloride in 700 ml water. The mixture was cooled and the solid which separated was collected. Recrystallisation from a mixture of equal parts by volume of methanol and toluene gave 154 g (77.1%) of hexamethylene bis(thiosulphate) bis(diphenylguanidinium) salt, m.p. 151°-153° C.